This data is from the Open Reaction Database (ORD), a public repository of structured organic reaction records. The task is: describe an organic reaction: reactants, conditions, products, and yield Starting materials: F[B-](F)(F)F, COc1cc(C(=O)O)ccc1Nc1ncc2c(n1)N(C1CCCC1)CC1(CCC1)C(=O)N2C, CCN(C(C)C)C(C)C, CN1CCN(N)CC1, CN(C)C=O, CN(C)C(On1nnc2ccccc21)=[N+](C)C. Product: COc1cc(C(=O)NN2CCN(C)CC2)ccc1Nc1ncc2c(n1)N(C1CCCC1)CC1(CCC1)C(=O)N2C. As a reaction SMILES: [B-:43]([F:44])([F:45])([F:46])[F:47].[CH:1]1([N:6]2[c:7]3[c:8]([cH:18][n:19][c:20]([NH:22][c:23]4[c:24]([O:32][CH3:33])[cH:25][c:26]([C:27](=[O:28])[OH:29])[cH:30][cH:31]4)[n:21]3)[N:9]([CH3:17])[C:10](=[O:16])[C:11]3([CH2:12][CH2:13][CH2:14]3)[CH2:15]2)[CH2:2][CH2:3][CH2:4][CH2:5]1.[CH:34]([N:35]([CH2:36][CH3:37])[CH:38]([CH3:39])[CH3:40])([CH3:41])[CH3:42].[NH2:65][N:66]1[CH2:67][CH2:68][N:69]([CH3:72])[CH2:70][CH2:71]1.[O:73]=[CH:74][N:75]([CH3:76])[CH3:77].[n:48]1([O:49][C:50]([N:51]([CH3:52])[CH3:53])=[N+:54]([CH3:55])[CH3:56])[c:57]2[cH:58][cH:59][cH:60][cH:61][c:62]2[n:63][n:64]1>>[CH:1]1([N:6]2[c:7]3[c:8]([cH:18][n:19][c:20]([NH:22][c:23]4[c:24]([O:32][CH3:33])[cH:25][c:26]([C:27](=[O:28])[NH:65][N:66]5[CH2:67][CH2:68][N:69]([CH3:72])[CH2:70][CH2:71]5)[cH:30][cH:31]4)[n:21]3)[N:9]([CH3:17])[C:10](=[O:16])[C:11]3([CH2:12][CH2:13][CH2:14]3)[CH2:15]2)[CH2:2][CH2:3][CH2:4][CH2:5]1. The reactants are COc1ccc2c(c1)C(=O)C(=O)N2Cc1ccccc1, CS(C)=O, CCOC(C)=O, NN, O, O. Product: COc1ccc2c(c1)CC(=O)N2Cc1ccccc1. Reaction SMILES: [CH2:1]([c:2]1[cH:3][cH:4][cH:5][cH:6][cH:7]1)[N:8]1[C:9](=[O:20])[C:10](=[O:19])[c:11]2[cH:12][c:13]([O:17][CH3:18])[cH:14][cH:15][c:16]21.[CH3:24][S:25]([CH3:26])=[O:27].[CH3:29][CH2:30][O:31][C:32]([CH3:33])=[O:34].[NH2:22][NH2:23].[OH2:21].[OH2:28]>>[CH2:1]([c:2]1[cH:3][cH:4][cH:5][cH:6][cH:7]1)[N:8]1[C:9](=[O:20])[CH2:10][c:11]2[cH:12][c:13]([O:17][CH3:18])[cH:14][cH:15][c:16]21. Starting materials: ClC=1C=CN=C2C=C(C=NC12)N=C(C1=CC=CC=C1)C1=CC=CC=C1 (8-chloro-N-(diphenylmethylene)-1,5-naphthyridin-3-amine), Cl (HCl), ClC=1C=CN=C2C=C(C=NC12)N (8-chloro-1,5-naphthyridin-3-amine), C([O-])(O)=O.[Na+] (sodium bicarbonate). Run in O1CCCC1 (tetrahydrofuran). Conditions: time 30 minute. Product: NC1=CN=C2C(=CC=NC2=C1)O (7-amino-1,5-naphthyridin-4-ol). Yield: 95.0%. RXN SMILES: Cl[C:2]1[CH:3]=[CH:4][N:5]=[C:6]2[C:11]=1[N:10]=[CH:9][C:8]([NH2:12])=[CH:7]2.ClC1C=CN=C2C=1N=CC(N=C(C1C=CC=CC=1)C1C=CC=CC=1)=C2.Cl.C(=O)(O)[O-:40].[Na+]>O1CCCC1>[NH2:12][C:8]1[CH:7]=[C:6]2[C:11]([C:2]([OH:40])=[CH:3][CH:4]=[N:5]2)=[N:10][CH:9]=1 |f:3.4|. Procedure: 8-chloro-1,5-naphthyridin-3-amine. A round bottom flask under nitrogen was charged with 8-chloro-N-(diphenylmethylene)-1,5-naphthyridin-3-amine (315 mg, 0.92 mmol), 2M aqueous HCl (1.42 mL, 2.84 mmol), and tetrahydrofuran (0.25M, 3.67 mL). This was stirred at RT for 30 minutes. Reaction basified with aq. sodium bicarbonate solution and product extracted with dichloromethane. This was dried over sodium sulfate and concentrated to afford orange solid; which was purified via ISCO silica gel chromat... Starting materials: C(CCC)OC(=O)C1=C(C2=C(C(=N1)CC)C(=NS2)C)O (4-ethyl-7-hydroxy-3-methyl-isothiazolo[4,5-c]pyridine-6-carboxylic acid butyl ester), NCC(=O)O (glycine). The product is C(C)C1=NC(=C(C2=C1C(=NS2)C)O)C(=O)NCC(=O)O ([(4-Ethyl-7-hydroxy-3-methyl-isothiazolo[4,5-c]pyridine-6-carbonyl)-amino]-acetic acid). As a reaction SMILES: C(O[C:6]([C:8]1[N:13]=[C:12]([CH2:14][CH3:15])[C:11]2[C:16]([CH3:19])=[N:17][S:18][C:10]=2[C:9]=1[OH:20])=[O:7])CCC.[NH2:21][CH2:22][C:23]([OH:25])=[O:24]>>[CH2:14]([C:12]1[C:11]2[C:16]([CH3:19])=[N:17][S:18][C:10]=2[C:9]([OH:20])=[C:8]([C:6]([NH:21][CH2:22][C:23]([OH:25])=[O:24])=[O:7])[N:13]=1)[CH3:15]. Procedure details: The title compound was synthesized in analogy to Example 1 from 4-ethyl-7-hydroxy-3-methyl-isothiazolo[4,5-c]pyridine-6-carboxylic acid butyl ester and glycine: MS (m/z) 296.2 (M+1). The reactants are BrC1=CC=C(C=C1)C(CC(=O)C=1C=CC(N(C1)C)=O)C1=C(C=CC=C1)C (5-[3-(4-Bromo-phenyl)-3-o-tolyl-propionyl]-1-methyl-1H-pyridin-2-one), ICC(=O)N (iodoacetamide), C([O-])([O-])=O.[K+].[K+] (potassium carbonate). Product: BrC1=CC=C(C=C1)C(CC(=O)C=1C=CC(N(C1)CC(=O)N)=O)C1=C(C=CC=C1)C (2-{5-[3-(4-Bromo-phenyl)-3-o-tolyl-propionyl]-2-oxo-2H-pyridin-1-yl}-acetamide). As a reaction SMILES: [Br:1][C:2]1[CH:7]=[CH:6][C:5]([CH:8]([C:20]2[CH:25]=[CH:24][CH:23]=[CH:22][C:21]=2[CH3:26])[CH2:9][C:10]([C:12]2[CH:13]=[CH:14][C:15](=[O:19])[N:16]([CH3:18])[CH:17]=2)=[O:11])=[CH:4][CH:3]=1.IC[C:29]([NH2:31])=[O:30].C(=O)([O-])[O-].[K+].[K+]>>[Br:1][C:2]1[CH:3]=[CH:4][C:5]([CH:8]([C:20]2[CH:25]=[CH:24][CH:23]=[CH:22][C:21]=2[CH3:26])[CH2:9][C:10]([C:12]2[CH:13]=[CH:14][C:15](=[O:19])[N:16]([CH2:18][C:29]([NH2:31])=[O:30])[CH:17]=2)=[O:11])=[CH:6][CH:7]=1 |f:2.3.4|. Reported procedure: In analogy to example 161, step 1, 5-[3-(4-bromo-phenyl)-3-o-tolyl-propionyl]-1-methyl-1H-pyridin-2-one (example 162, step 3) was reacted with iodoacetamide in the presence of potassium carbonate to give the title compound as a colorless foam, MS (ESI+): m/z=453.1 [M+H]+. Reactants: C1CCC2=NCCCN2CC1 (DBU), ClC1([C@H](N(CC1)S(=O)(=O)C1=CC=C(C=C1)C)C(=O)OCC)C (ethyl 3-chloro-3-methyl-1-[(4-methylphenyl)sulfonyl]prolinate), C(C)OCC (Diethyl ether), ice. The solvent is C1CCOC1 (THF). Run at time 8 hour. Product: CC1=C(NC=C1)C(=O)OCC (ethyl 3-methyl-1H-pyrrole-2-carboxylate). The yield is 85.0%. RXN SMILES: C1CCN2C(=NCCC2)CC1.Cl[C:13]1([CH3:33])[CH2:17][CH2:16][N:15](S(C2C=CC(C)=CC=2)(=O)=O)[C@@H:14]1[C:28]([O:30][CH2:31][CH3:32])=[O:29].C(OCC)C>C1COCC1>[CH3:33][C:13]1[CH:17]=[CH:16][NH:15][C:14]=1[C:28]([O:30][CH2:31][CH3:32])=[O:29]. Procedure: DBU (15.0 mL, 100 mmol) was added dropwise to a solution of ethyl 3-chloro-3-methyl-1-[(4-methylphenyl)sulfonyl]prolinate (15 g, 43 mmol) in THF (100 mL). The mixture was stirred overnight at RT. Diethyl ether (100 mL) and ice cold 5% HCl (100 mL) were added, the layers separated. The organic layer was washed again with washed with ice cold 5% HCl (100 mL) and water (50 mL) followed by saturated sodium bicarbonate (100 mL) and saturated NaCl (50 mL). The organic layer was dried over magnesium su... The reactants are C(C1=CC=CC=C1)OC=1C(=NNC1C(=O)OC)C(=O)OC (dimethyl 4-benzyloxy-1H-pyrazole-3,5-dicarboxylate), ClCC(C)=O (chloroacetone). Product: C(C1=CC=CC=C1)OC=1C(=NN(C1C(=O)OC)CC(C)=O)C(=O)OC (Dimethyl 4-benzyloxy-1-(2-oxopropyl)-1H-pyrazole-3,5-dicarboxylate). RXN SMILES: [CH2:1]([O:8][C:9]1[C:10]([C:18]([O:20][CH3:21])=[O:19])=[N:11][NH:12][C:13]=1[C:14]([O:16][CH3:17])=[O:15])[C:2]1[CH:7]=[CH:6][CH:5]=[CH:4][CH:3]=1.Cl[CH2:23][C:24](=[O:26])[CH3:25]>>[CH2:1]([O:8][C:9]1[C:13]([C:14]([O:16][CH3:17])=[O:15])=[N:12][N:11]([CH2:23][C:24](=[O:26])[CH3:25])[C:10]=1[C:18]([O:20][CH3:21])=[O:19])[C:2]1[CH:7]=[CH:6][CH:5]=[CH:4][CH:3]=1. Procedure details: The title compound was prepared from dimethyl 4-benzyloxy-1H-pyrazole-3,5-dicarboxylate using a procedure similar to that described in Example 2, Step 2, except that chloroacetone was used in place of bromo(phenyl)acetonitrile, and the silica gel chromatography gradient elution was 0-60% EtOAc/hexanes. 1H NMR (400 MHz, d6-DMSO) δ 7.46-7.34 (m, 5h), 5.44 (s, 2H), 5.06 (s, 2H), 3.83 (s, 3H), 3.78 (s, 3H), 2.20 (s, 3H); ES MS (M+1)=347. Conditions: temperature 45 celsius, time 2 hour. Reported procedure: To a solution of 0.02 g (0.04 mmol) 2-(4-tert-butylphenyl)-N-{(S)-[1-(2-hydroxy-1,1-dimethylethyl)-1H-1,2,3-triazol-4-yl][5-(2,2,2-trifluoroethoxy)pyridin-2-yl]methyl}acetamide in 0.20 ml CH3CN at rt was added 0.02 ml (0.13 mmol) DIEA, 0.009 ml (0.05 mmol) N,N-diisopropylethylamine trihydrofluoride, and 0.007 ml (0.04 mmol) perfluoro-1-butanesulfonyl fluoride (PBSF). After 2 h at room temperature, 0.007 ml (0.04 mmol) PBSF was added to the reaction mixture and the reaction was heated to 45° C. A... Solvent: CC#N (CH3CN). The product is C(C)(C)(C)C1=CC=C(C=C1)CC(=O)N[C@H](C1=NC=C(C=C1)OCC(F)(F)F)C=1N=NN(C1)C(CF)(C)C (2-(4-tert-butylphenyl)-N-{(S)-[1-(2-fluoro-1,1-dimethylethyl)-1H-1,2,3-triazol-4-yl][5-(2,2,2-trifluoroethoxy)pyridin-2-yl]methyl}acetamide). The yield is 14.4%. RXN SMILES: [C:1]([C:5]1[CH:10]=[CH:9][C:8]([CH2:11][C:12]([NH:14][C@@H:15]([C:28]2[N:29]=[N:30][N:31]([C:33]([CH3:37])([CH3:36])[CH2:34]O)[CH:32]=2)[C:16]2[CH:21]=[CH:20][C:19]([O:22][CH2:23][C:24]([F:27])([F:26])[F:25])=[CH:18][N:17]=2)=[O:13])=[CH:7][CH:6]=1)([CH3:4])([CH3:3])[CH3:2].CCN(C(C)C)C(C)C.F.F.F.C(N(CC)C(C)C)(C)C.[F:59]C(F)(S(F)(=O)=O)C(F)(F)C(F)(F)C(F)(F)F>CC#N>[C:1]([C:5]1[CH:10]=[CH:9][C:8]([CH2:11][C:12]([NH:14][C@@H:15]([C:28]2[N:29]=[N:30][N:31]([C:33]([CH3:37])([CH3:36])[CH2:34][F:59])[CH:32]=2)[C:16]2[CH:21]=[CH:20][C:19]([O:22][CH2:23][C:24]([F:27])([F:25])[F:26])=[CH:18][N:17]=2)=[O:13])=[CH:7][CH:6]=1)([CH3:2])([CH3:4])[CH3:3] |f:2.3.4.5|. Starting materials: FC(C(C(C(F)(F)F)(F)F)(F)F)(S(=O)(=O)F)F (PBSF), C(C)(C)(C)C1=CC=C(C=C1)CC(=O)N[C@H](C1=NC=C(C=C1)OCC(F)(F)F)C=1N=NN(C1)C(CO)(C)C (2-(4-tert-butylphenyl)-N-{(S)-[1-(2-hydroxy-1,1-dimethylethyl)-1H-1,2,3-triazol-4-yl][5-(2,2,2-trifluoroethoxy)pyridin-2-yl]methyl}acetamide), CCN(C(C)C)C(C)C (DIEA), F.F.F.C(C)(C)N(C(C)C)CC (N,N-diisopropylethylamine trihydrofluoride), FC(C(C(C(F)(F)F)(F)F)(F)F)(S(=O)(=O)F)F (perfluoro-1-butanesulfonyl fluoride), F.F.F.C(C)(C)N(C(C)C)CC (N,N,-diisopropylethylamine trihydrofluoride), FC(C(C(C(F)(F)F)(F)F)(F)F)(S(=O)(=O)F)F (PBSF). The reactants are O=C([O-])[O-], CCOC(C)=O, COC(=O)C(CC1CCCC1)n1cnc(C(F)(F)F)c1, Cl, [K+], [K+]. The product is O=C(O)C(CC1CCCC1)n1cnc(C(F)(F)F)c1. RXN SMILES: [C:22](=[O:23])([O-:24])[O-:25].[CH3:28][CH2:29][O:30][C:31](=[O:32])[CH3:33].[CH:2]1([CH2:7][CH:8]([C:9](=[O:10])[O:11][CH3:12])[n:13]2[cH:14][n:15][c:16]([C:18]([F:19])([F:20])[F:21])[cH:17]2)[CH2:3][CH2:4][CH2:5][CH2:6]1.[ClH:1].[K+:26].[K+:27]>>[CH:2]1([CH2:7][CH:8]([C:9](=[O:10])[OH:11])[n:13]2[cH:14][n:15][c:16]([C:18]([F:19])([F:20])[F:21])[cH:17]2)[CH2:3][CH2:4][CH2:5][CH2:6]1.